Task: describe an organic reaction: reactants, conditions, products, and yield. Dataset: the Open Reaction Database (ORD), a public repository of structured organic reaction records The reactants are C(C=C)C1(CCN(C(O1)=O)[C@@H](C)C1=CC=CC=C1)C1=CC=C(C=C1)F (6-allyl-6-(4-fluorophenyl)-3-((S)-1-phenylethyl)-1,3-oxazinan-2-one), NaIO4, C1CCOC1.O (THF H2O). The reagents and catalysts are O=[Os](=O)(=O)=O (OsO4). The solvent is CCOC(=O)C (EtOAc). Conditions: time 2 hour. Yields the product FC1=CC=C(C=C1)C1(CCN(C(O1)=O)[C@@H](C)C1=CC=CC=C1)CCO (6-(4-fluorophenyl)-6-(2-hydroxyethyl)-3-((S)-1-phenylethyl)-1,3-oxazinan-2-one). As a reaction SMILES: [CH2:1]([C:4]1([C:19]2[CH:24]=[CH:23][C:22]([F:25])=[CH:21][CH:20]=2)[O:9][C:8](=[O:10])[N:7]([C@H:11]([C:13]2[CH:18]=[CH:17][CH:16]=[CH:15][CH:14]=2)[CH3:12])[CH2:6][CH2:5]1)[CH:2]=C.C1C[O:29]CC1.O>CCOC(C)=O.O=[Os](=O)(=O)=O>[F:25][C:22]1[CH:23]=[CH:24][C:19]([C:4]2([CH2:1][CH2:2][OH:29])[O:9][C:8](=[O:10])[N:7]([C@H:11]([C:13]3[CH:18]=[CH:17][CH:16]=[CH:15][CH:14]=3)[CH3:12])[CH2:6][CH2:5]2)=[CH:20][CH:21]=1 |f:1.2|. Procedure: To a solution of 6-allyl-6-(4-fluorophenyl)-3-((S)-1-phenylethyl)-1,3-oxazinan-2-one (0.1016 g, 0.30 mmol, 1.0 equiv) in THF-H2O (1:1, 6 mL) were added NaIO4 (0.3240 g, 1.5 mmol, 5 equiv) and OsO4 (2.5 wt. % solution in t-BuOH, 0.0507 g, 0.0049 mmol, 0.016 equiv), and the mixture was stirred at rt for 2 h. The mixture was diluted with EtOAc, dried over Na2SO4, and concentrated under reduced pressure. The residue was dissolved in MeOH (3 mL) and NaBH4 (0.100 g) was added. After the mixture was st... Starting materials: ClCC=1N=C2N(C=CC=C2)C1 (2-chloromethylimidazo [1,2-a]pyridine), C[O-].[Na+] (sodium methoxide). Solvent: CO (methanol). The product is COCC=1N=C2N(C=CC=C2)C1 (2-Methoxymethylimidazo[1,2-a]pyridine). As a reaction SMILES: Cl[CH2:2][C:3]1[N:4]=[C:5]2[CH:10]=[CH:9][CH:8]=[CH:7][N:6]2[CH:11]=1.[CH3:12][O-:13].[Na+]>CO>[CH3:12][O:13][CH2:2][C:3]1[N:4]=[C:5]2[CH:10]=[CH:9][CH:8]=[CH:7][N:6]2[CH:11]=1 |f:1.2|. Reported procedure: To a solution of 3.0 g of 2-chloromethylimidazo [1,2-a]pyridine in 50 ml of methanol is added 1.1 g of sodium methoxide, followed by heating under reflux for 3 hours. Methanol is distilled off under reduced pressure and chloroform is added to the residue. The resulting insoluble substance is filtered off, and the filtrate is washed with water and dried over anhydrous sodium sulfate. After distilling chloroform off, 2.9 g of the title compound is obtained as crystals.